The task is: describe an organic reaction: reactants, conditions, products, and yield. This data is from the Open Reaction Database (ORD), a public repository of structured organic reaction records. The solvent is ClCCl (dichloromethane), ClCCl (dichloromethane). Product: ClC(COC(=O)[C@H]1NN(CCC1)C([C@H](C)NC([C@H](C(C)C)OC(=O)C1(OCCOC1)\C=C\C1=CC=C2C=CC(=NC2=C1)[C@@H](C)NC(=O)OC(C)(C)C)=O)=O)(Cl)Cl ((S)-1-{(S)-2-[(S)-2-(2-{(E)-2-[2-((R)-1-tert-Butoxycarbonylamino-ethyl)-quinolin-7-yl]-vinyl}-[1,4]dioxane-2-carbonyloxy)-3-methyl-butyrylamino]-propionyl}-hexahydro-pyridazine-3-carboxylic acid 2,2,2-trichloro-ethyl ester). Reaction SMILES: [C:1]([O:5][C:6]([NH:8][C@@H:9]([C:11]1[CH:20]=[CH:19][C:18]2[C:13](=[CH:14][C:15](/[CH:21]=[CH:22]/[C:23]3([C:29]([OH:31])=[O:30])[CH2:28][O:27][CH2:26][CH2:25][O:24]3)=[CH:16][CH:17]=2)[N:12]=1)[CH3:10])=[O:7])([CH3:4])([CH3:3])[CH3:2].[Cl:32][C:33]([Cl:57])([Cl:56])[CH2:34][O:35][C:36]([C@@H:38]1[CH2:43][CH2:42][CH2:41][N:40]([C:44](=[O:55])[C@@H:45]([NH:47][C:48](=[O:54])[C@@H:49](O)[CH:50]([CH3:52])[CH3:51])[CH3:46])[NH:39]1)=[O:37].C(N(CC)C(C)C)(C)C.CC1C=CC=C([N+]([O-])=O)C=1C(OC(=O)C1C([N+]([O-])=O)=CC=CC=1C)=O>CN(C)C1C=CN=CC=1.ClCCl>[Cl:56][C:33]([Cl:32])([Cl:57])[CH2:34][O:35][C:36]([C@@H:38]1[CH2:43][CH2:42][CH2:41][N:40]([C:44](=[O:55])[C@@H:45]([NH:47][C:48](=[O:54])[C@@H:49]([O:30][C:29]([C:23]2(/[CH:22]=[CH:21]/[C:15]3[CH:14]=[C:13]4[C:18]([CH:19]=[CH:20][C:11]([C@H:9]([NH:8][C:6]([O:5][C:1]([CH3:2])([CH3:3])[CH3:4])=[O:7])[CH3:10])=[N:12]4)=[CH:17][CH:16]=3)[CH2:28][O:27][CH2:26][CH2:25][O:24]2)=[O:31])[CH:50]([CH3:51])[CH3:52])[CH3:46])[NH:39]1)=[O:37]. Procedure: A solution of 2-{(E)-2-[2-((R)-1-tert-butoxycarbonylamino-ethyl)-quinolin-7-yl]-vinyl}-[1,4]dioxane-2-carboxylic acid (50 mg, 0.1 mmol), [(S)-1-[(S)-2-((S)-2-hydroxy-3-methyl-butyrylamino)-propionyl]-hexahydro-pyridazine-3-carboxylic acid 2,2,2-trichloro-ethyl ester (44 mg, 0.1 mmol), N,N-diisopropylethylamine (32 mg, 0.043 mL, 0.25 mmol), 4-dimethylaminopyridine (6 mg, 0.05 mmol) and 2-methyl-6-nitrobenzoic anhydride (58 mg, 0.17 mmol) in dichloromethane (5 mL) was stirred at room temperature u... Starting materials: C(C)(C)(C)OC(=O)N[C@H](C)C1=NC2=CC(=CC=C2C=C1)/C=C/C1(OCCOC1)C(=O)O (2-{(E)-2-[2-((R)-1-tert-butoxycarbonylamino-ethyl)-quinolin-7-yl]-vinyl}-[1,4]dioxane-2-carboxylic acid), ClC(COC(=O)[C@H]1NN(CCC1)C([C@H](C)NC([C@H](C(C)C)O)=O)=O)(Cl)Cl ((S)-1-[(S)-2-((S)-2-hydroxy-3-methyl-butyrylamino)-propionyl]-hexahydro-pyridazine-3-carboxylic acid 2,2,2-trichloro-ethyl ester), C(C)(C)N(C(C)C)CC (N,N-diisopropylethylamine), CC1=C(C(=O)OC(C2=C(C=CC=C2[N+](=O)[O-])C)=O)C(=CC=C1)[N+](=O)[O-] (2-methyl-6-nitrobenzoic anhydride). The reagents and catalysts are CN(C1=CC=NC=C1)C (4-dimethylaminopyridine). Yield: 55.7%. Reactants: Cl (hydrochloric acid), C(C1=CC=CC=C1)N(CCCCCCCOCCCC=1C=C(C=CC1)S(=O)(=O)N)C[C@H](O)C1=CC2=C(OC(OC2)(C)C)C=C1 (3-{3-[(7-{Benzyl[(2R)-2-(2,2-dimethyl-4H-1,3-benzodioxin-6-yl)-2-hydroxyethyl]amino}heptyl)oxy]propyl}benzenesulfonamide), C([O-])(O)=O.[Na+] (sodium bicarbonate). Solvent: IMS, C(C)(=O)OCC (ethyl acetate). The product is C(C1=CC=CC=C1)N(CCCCCCCOCCCC=1C=C(C=CC1)S(=O)(=O)N)C[C@@H](C1=CC(=C(C=C1)O)CO)O (3-(3-{[7-(Benzyl{(2R)-2-hydroxy-2-[4-hydroxy-3-(hydroxymethyl)phenyl]ethyl}amino)heptyl]oxy}propyl)benzenesulfonamide). Yield: 96.6%. As a reaction SMILES: [CH2:1]([N:8]([CH2:30][C@@H:31]([C:33]1[CH:44]=[CH:43][C:36]2[O:37]C(C)(C)[O:39][CH2:40][C:35]=2[CH:34]=1)[OH:32])[CH2:9][CH2:10][CH2:11][CH2:12][CH2:13][CH2:14][CH2:15][O:16][CH2:17][CH2:18][CH2:19][C:20]1[CH:21]=[C:22]([S:26]([NH2:29])(=[O:28])=[O:27])[CH:23]=[CH:24][CH:25]=1)[C:2]1[CH:7]=[CH:6][CH:5]=[CH:4][CH:3]=1.Cl.C(=O)(O)[O-].[Na+]>C(OCC)(=O)C>[CH2:1]([N:8]([CH2:30][C@H:31]([OH:32])[C:33]1[CH:44]=[CH:43][C:36]([OH:37])=[C:35]([CH2:40][OH:39])[CH:34]=1)[CH2:9][CH2:10][CH2:11][CH2:12][CH2:13][CH2:14][CH2:15][O:16][CH2:17][CH2:18][CH2:19][C:20]1[CH:21]=[C:22]([S:26]([NH2:29])(=[O:28])=[O:27])[CH:23]=[CH:24][CH:25]=1)[C:2]1[CH:3]=[CH:4][CH:5]=[CH:6][CH:7]=1 |f:2.3|. Procedure: To a stirred, ice-cooled solution of 3-{3-[(7-{Benzyl[(2R)-2-(2,2-dimethyl-4H-1,3-benzodioxin-6-yl)-2-hydroxyethyl]amino}heptyl)oxy]propyl}benzenesulfonamide (97.2 g) in IMS (417 ml) was gradually added aqueous 1M hydrochloric acid (417 ml) keeping the temperature below 15° C. The mixture was then stirred at room temperature for ca 5 h. Saturated sodium bicarbonate (417 ml) and ethyl acetate (1000 ml) were then added to the mixture. The organic layer was separated off, washed with water (400 ml)... The reactants are CN(C)C=O, COC(=O)Cl, [H-], [Na+], O, NCC(=O)NS(=O)(=O)c1scc2ccccc12. Product: COC(=O)NCC(=O)NS(=O)(=O)c1scc2ccccc12. As a reaction SMILES: [CH3:26][N:27]([CH3:28])[CH:29]=[O:30].[Cl:20][C:21](=[O:22])[O:23][CH3:24].[H-:18].[Na+:19].[OH2:25].[c:1]1([S:10](=[O:11])(=[O:12])[NH:13][C:14]([CH2:15][NH2:16])=[O:17])[s:2][cH:3][c:4]2[c:5]1[cH:6][cH:7][cH:8][cH:9]2>>[c:1]1([S:10](=[O:11])(=[O:12])[NH:13][C:14]([CH2:15][NH:16][C:21](=[O:22])[O:23][CH3:24])=[O:17])[s:2][cH:3][c:4]2[c:5]1[cH:6][cH:7][cH:8][cH:9]2. Starting materials: NC(C=1C=C(SC1C)C(=S)OC)=S (methyl 4-(aminothioxomethyl)-5-methylthiothiophene-2-carboxylate), BrCC(=O)C1=CC=C(C=C1)C (2-Bromo-4′-methyl acetophenone). Run in reagent, CC(=O)C (acetone). The product is CC1=CC=C(C=C1)C=1N=C(SC1)C=1C=C(SC1C)C(=S)OC (methyl 4-[4-(4-methylphenyl)(1,3-thiazol-2-yl)]-5-methylthiothiophene-2-carboxylate). The yield is 72.4%. As a reaction SMILES: [NH2:1][C:2](=[S:13])[C:3]1[CH:4]=[C:5]([C:9]([O:11][CH3:12])=[S:10])[S:6][C:7]=1[CH3:8].Br[CH2:15][C:16]([C:18]1[CH:23]=[CH:22][C:21]([CH3:24])=[CH:20][CH:19]=1)=O>CC(C)=O>[CH3:24][C:21]1[CH:22]=[CH:23][C:18]([C:16]2[N:1]=[C:2]([C:3]3[CH:4]=[C:5]([C:9]([O:11][CH3:12])=[S:10])[S:6][C:7]=3[CH3:8])[S:13][CH:15]=2)=[CH:19][CH:20]=1. Reported procedure: 103 mg (0.416 mmol) of methyl 4-(aminothioxomethyl)-5-methylthiothiophene-2-carboxylate (Maybridge Chemical Co. LTD., Cornwall, U.K.) was dissolved in 5 mL of reagent grade acetone. 2-Bromo-4′-methyl acetophenone (0.416 mmol; 89 mg) was added and the solution was allowed to reflux for 3 h. The solution was allowed to cool and crude product was filtered and washed two times with acetone and purified on a 1 mm silica plate eluting with 20% ethyl acetate/hexane to afford 104 mg (69% yield) of methy... The reactants are CC1=NOC(=C1)CCCCCOC1=CC=C(C=O)C=C1 (4-[5-(3-methyl-5-isoxazolyl)pentyloxy]benzaldehyde), NCCS (2-aminoethanethiol), C1(=CC=C(C=C1)S(=O)(=O)O)C (p-toluenesulfonic acid). The solvent is C1(=CC=CC=C1)C (toluene). Product: C(C)(=O)OC(C)C.CCCCCC (isopropyl acetate hexane), above-indicated product. As a reaction SMILES: [CH3:1][C:2]1[CH:6]=[C:5]([CH2:7][CH2:8]C[CH2:10][CH2:11][O:12][C:13]2[CH:20]=CC(C=O)=C[CH:14]=2)ON=1.NCCS.C1(C)C=CC(S(O)(=O)=[O:32])=CC=1>C1(C)C=CC=CC=1>[C:11]([O:12][CH:13]([CH3:20])[CH3:14])(=[O:32])[CH3:10].[CH3:8][CH2:7][CH2:5][CH2:6][CH2:2][CH3:1] |f:4.5|. Reported procedure: A solution of 4.00 g of 4-[5-(3-methyl-5-isoxazolyl)pentyloxy]benzaldehyde (part a above), 1.22 g of 2-aminoethanethiol and a trace of p-toluenesulfonic acid in 30 ml of toluene was heated at reflux for 2 hours using a Dean-Stark trap. The product was isolated and recrystallizedfrom isopropyl acetate-hexane to give 1.93 g of the above-indicated product, m.p. 82°-84° C. The reactants are CCCCc1c2c(nc3c1CCCC3)CCCC2, CO, [Na+], O=C([O-])O, O. Yields the product CCCCc1c2c([n+]([O-])c3c1CCCC3)CCCC2. RXN SMILES: [CH2:1]([CH2:2][CH2:3][CH3:4])[c:5]1[c:6]2[c:11]([n:12][c:13]3[c:18]1[CH2:17][CH2:16][CH2:15][CH2:14]3)[CH2:10][CH2:9][CH2:8][CH2:7]2.[CH3:24][OH:25].[Na+:23].[O-:19][C:20]([OH:21])=[O:22].[OH2:26]>>[CH2:1]([CH2:2][CH2:3][CH3:4])[c:5]1[c:6]2[c:11]([n+:12]([O-:19])[c:13]3[c:18]1[CH2:17][CH2:16][CH2:15][CH2:14]3)[CH2:10][CH2:9][CH2:8][CH2:7]2. Run in O1CCCC1 (tetrahydrofuran), O1CCCC1 (tetrahydrofuran). Reaction SMILES: [H-].[Al+3].[Li+].[H-].[H-].[H-].[C:7]1([CH2:13][CH2:14][CH2:15][C:16](O)=[O:17])[CH:12]=[CH:11][CH:10]=[CH:9][CH:8]=1.S(=O)(=O)(O)O>O1CCCC1>[C:7]1([CH2:13][CH2:14][CH2:15][CH2:16][OH:17])[CH:12]=[CH:11][CH:10]=[CH:9][CH:8]=1 |f:0.1.2.3.4.5|. Reactants: C1(=CC=CC=C1)CCCC(=O)O (4-phenylbutyric acid), [H-].[Al+3].[Li+].[H-].[H-].[H-] (lithium aluminum hydride), ice, S(O)(O)(=O)=O (sulfuric acid), resultant mixture. Yields the product C1(=CC=CC=C1)CCCCO (4-phenylbutanol). Procedure: To a suspension of lithium aluminum hydride (67.2 g) in dry tetrahydrofuran (2.5 l), a solution of 4-phenylbutyric acid (225 g, 1.37 mmoles) in dry tetrahydrofuran was added dropwise at 15°-25° C. under nitrogen. The resultant mixture was stirred for 1 h at room temperature, then poured into ice-cold H2O (3 l) and sulfuric acid (200 g) and extracted thrice with ethyl acetate. The organic extract was dried over anhydrous N2SO4, evaporated, and then the residue was distilled under reduced pressure...